From a dataset of the Open Reaction Database (ORD), a public repository of structured organic reaction records. describe an organic reaction: reactants, conditions, products, and yield Reagents/catalysts: Pd--C. RXN SMILES: [C:1]([CH2:4]/[CH:5]=[CH:6]/[C:7]1[C:12]([O:13][CH2:14][CH2:15][CH2:16][CH2:17][CH2:18][CH2:19][CH2:20][CH2:21][C:22]2[CH:27]=[CH:26][C:25]([O:28][CH3:29])=[CH:24][CH:23]=2)=[CH:11][CH:10]=[C:9]([CH2:30][OH:31])[N:8]=1)([OH:3])=[O:2]>CO.C(Cl)Cl>[C:1]([CH2:4][CH2:5][CH2:6][C:7]1[C:12]([O:13][CH2:14][CH2:15][CH2:16][CH2:17][CH2:18][CH2:19][CH2:20][CH2:21][C:22]2[CH:23]=[CH:24][C:25]([O:28][CH3:29])=[CH:26][CH:27]=2)=[CH:11][CH:10]=[C:9]([CH2:30][OH:31])[N:8]=1)([OH:3])=[O:2]. Run at time 5 hour. The reactants are C(=O)(O)C/C=C/C1=NC(=CC=C1OCCCCCCCCC1=CC=C(C=C1)OC)CO (2-(E-2-Carboxymethyl-ethenyl)-3-[8-(4-methoxyphenyl)octyloxy]-6-hydroxymethylpyridine). Reported procedure: 2-(E-2-Carboxymethyl-ethenyl)-3-[8-(4-methoxyphenyl)octyloxy]-6-hydroxymethylpyridine (300 mg, 0.702 mmol) was dissolved in MeOH (3 mL) and treated with 5% Pd--C catalyst (30 mg). The reaction was stirred under an atmosphere of H2 (balloon pressure) for 5 hours. The reaction was diluted with CH2Cl2, and filtered through Celite, and concentrated. Purification by flash column chromatography (silica, EtOAc:CH2Cl2 :hexane, 25:50:25) gave a pale yellow oil: 1H NMR (250 MHz, CDCl3) δ 7.09 (m, 4H, phen... Solvent: C(Cl)Cl (CH2Cl2), CO (MeOH). Yields the product C(=O)(O)CCCC1=NC(=CC=C1OCCCCCCCCC1=CC=C(C=C1)OC)CO (2-(2-Carboxymethylethanyl)-3-[8-(4-methoxyphenyl)-octyloxy]-6-hydroxymethylpyridine). Reactants: C1(=CC=CC=C1)P(C1=CC=CC=C1)C1=CC=CC=C1 (triphenylphosphine), C(Br)(Br)(Br)Br (carbon tetrabromide), O1C=C(C=C1)C=O (3-furaldehyde). Isolated yield 55.4%. Yields the product BrC(=CC1=COC=C1)Br (3-(2,2-Dibromo-vinyl)-furan). Procedure: To a stirred and cooled (0° C.) solution of carbon tetrabromide (34.5 g, 104.1 mmol) in CH2Cl2 (70 mL) was added triphenylphosphine (54.6 g, 208.1 mmol) in five equal portions over a period of 5 nm. The resulting dark red solution was stirred for a further 10 min, and a solution of 3-furaldehyde (9) (5 g, 52.0 mmol) in CH2Cl2 (25 mL) was added slowly. The resulting black solution was allowed to warm to r.t. After 5.5 h the mixture was poured into ice-cold pentane and stirred vigourously. The mix... Run in C(Cl)Cl (CH2Cl2), C(Cl)Cl (CH2Cl2). As a reaction SMILES: [C:1]([Br:5])(Br)(Br)[Br:2].C1(P(C2C=CC=CC=2)C2C=CC=CC=2)C=CC=CC=1.[O:25]1[CH:29]=[CH:28][C:27]([CH:30]=O)=[CH:26]1>C(Cl)Cl>[Br:2][C:1]([Br:5])=[CH:30][C:27]1[CH:28]=[CH:29][O:25][CH:26]=1. Starting materials: Br, O=[N+]([O-])c1cc(C(O)c2ccccc2)ccc1Cl, O. Yields the product O=[N+]([O-])c1cc(C(Br)c2ccccc2)ccc1Cl. RXN SMILES: [BrH:19].[Cl:1][c:2]1[c:3]([N+:16](=[O:17])[O-:18])[cH:4][c:5]([CH:8]([OH:9])[c:10]2[cH:11][cH:12][cH:13][cH:14][cH:15]2)[cH:6][cH:7]1.[OH2:20]>>[Cl:1][c:2]1[c:3]([N+:16](=[O:17])[O-:18])[cH:4][c:5]([CH:8]([c:10]2[cH:11][cH:12][cH:13][cH:14][cH:15]2)[Br:19])[cH:6][cH:7]1. Reactants: C(C1=CC=CC=C1)OC1=C(C=CC(=C1)C)NC(C1=CC=C(C=C1)[N+](=O)[O-])=O (N-(2-benzyloxy-4-methylphenyl)-4-nitrobenzamide), [H-].[Na+] (sodium hydride), IC (iodomethane). The solvent is CN(C=O)C (N,N-dimethylformamide). Run at time 30 minute. Yields the product C(C1=CC=CC=C1)OC1=C(C=CC(=C1)C)N(C(C1=CC=C(C=C1)[N+](=O)[O-])=O)C (N-(2-benzyloxy-4-methylphenyl)-N-methyl-4-nitrobenzamide). Reaction SMILES: [CH2:1]([O:8][C:9]1[CH:14]=[C:13]([CH3:15])[CH:12]=[CH:11][C:10]=1[NH:16][C:17](=[O:27])[C:18]1[CH:23]=[CH:22][C:21]([N+:24]([O-:26])=[O:25])=[CH:20][CH:19]=1)[C:2]1[CH:7]=[CH:6][CH:5]=[CH:4][CH:3]=1.[H-].[Na+].I[CH3:31]>CN(C)C=O>[CH2:1]([O:8][C:9]1[CH:14]=[C:13]([CH3:15])[CH:12]=[CH:11][C:10]=1[N:16]([CH3:31])[C:17](=[O:27])[C:18]1[CH:19]=[CH:20][C:21]([N+:24]([O-:26])=[O:25])=[CH:22][CH:23]=1)[C:2]1[CH:7]=[CH:6][CH:5]=[CH:4][CH:3]=1 |f:1.2|. Procedure: A solution of N-(2-benzyloxy-4-methylphenyl)-4-nitrobenzamide (4.7 g) in N,N-dimethylformamide (50 ml) was treated with sodium hydride (623 mg, 60% w/w in mineral oil) at 0° C. After 30 minutes, iodomethane (1.21 ml) was added, and the reaction mixture was stirred for 3 hours. The reaction was quenched with water and the mixture diluted with ethyl acetate. The organic phase was washed with water and brine. The organic solution was dried over magnesium sulfate and concentrated to give N-(2-benzyl... Reactants: CNc1ccccc1, CCO, Clc1ccc2c(Cl)ncnc2c1. Reaction SMILES: [CH3:13][NH:14][c:15]1[cH:16][cH:17][cH:18][cH:19][cH:20]1.[CH3:21][CH2:22][OH:23].[Cl:1][c:2]1[n:3][cH:4][n:5][c:6]2[cH:7][c:8]([Cl:12])[cH:9][cH:10][c:11]12>>[ClH:1].[c:2]1([N:14]([CH3:13])[c:15]2[cH:16][cH:17][cH:18][cH:19][cH:20]2)[n:3][cH:4][n:5][c:6]2[cH:7][c:8]([Cl:12])[cH:9][cH:10][c:11]12. Product: Cl, CN(c1ccccc1)c1ncnc2cc(Cl)ccc12. Reactants: N=1C=C(N2C1C=CC=C2)C(=O)NC=2C=C(C=CC2C)C2=NOC(=N2)C2CN(C2)S(=O)(=O)NC(OC(C)(C)C)=O (tert butyl 3-(3-(3-(imidazo[1,2-a]pyridine-3-carboxamido)-4-methylphenyl)-1,2,4-oxadiazol-5-yl)azetidin-1-ylsulfonylcarbamate), Cl (HCl). The solvent is CC#N (CH3CN). Reaction conditions: time 30 minute. Yields the product CC1=C(C=C(C=C1)C1=NOC(=N1)C1CN(C1)S(N)(=O)=O)NC(=O)C1=CN=C2N1C=CC=C2 (N-(2-methyl-5-(5-(1-sulfamoylazetidin-3-yl)-1,2,4-oxadiazol-3-yl)phenyl)imidazo[1,2-a]pyridine-3-carboxamide). RXN SMILES: [N:1]1[CH:2]=[C:3]([C:10]([NH:12][C:13]2[CH:14]=[C:15]([C:20]3[N:24]=[C:23]([CH:25]4[CH2:28][N:27]([S:29]([NH:32]C(=O)OC(C)(C)C)(=[O:31])=[O:30])[CH2:26]4)[O:22][N:21]=3)[CH:16]=[CH:17][C:18]=2[CH3:19])=[O:11])[N:4]2[CH:9]=[CH:8][CH:7]=[CH:6][C:5]=12.Cl>CC#N>[CH3:19][C:18]1[CH:17]=[CH:16][C:15]([C:20]2[N:24]=[C:23]([CH:25]3[CH2:28][N:27]([S:29](=[O:31])(=[O:30])[NH2:32])[CH2:26]3)[O:22][N:21]=2)=[CH:14][C:13]=1[NH:12][C:10]([C:3]1[N:4]2[CH:9]=[CH:8][CH:7]=[CH:6][C:5]2=[N:1][CH:2]=1)=[O:11]. Procedure: To a stirring solution of tert-butyl 3-(3-(3-(imidazo[1,2-a]pyridine-3-carboxamido)-4-methylphenyl)-1,2,4-oxadiazol-5-yl)azetidin-1-ylsulfonylcarbamate (128) (25 mg, 0.0452 mmol) in CH3CN (0.5 mL) was added HCl (4N in dioxane, 1 mL). The reaction was stirred for 30 minutes. The solvent was concentrated and the crude was purified by preparative HPLC to give N-(2-methyl-5-(5-(1-sulfamoylazetidin-3-yl)-1,2,4-oxadiazol-3-yl)phenyl)imidazo[1,2-a]pyridine-3-carboxamide (F23). 1H NMR (400 MHz, d6-DMSO)... The reactants are OC(C(=O)OCC)CCC1=CC(=C(C=C1)C1CCCCC1)Br (ethyl α- hydroxy-γ-(3-bromo-4-cyclohexylphenyl)butyrate), FC(F)(F)I (trifluoromethyl iodide). The reagents and catalysts are [Cu] (copper). Run in CN(C=O)C (dimethylformamide). Conditions: temperature 140 celsius, time 5 hour. Yields the product OC(C(=O)OCC)CCC1=CC(=C(C=C1)C1CCCCC1)C(F)(F)F (ethyl α-hydroxy-γ-(3-trifluoromethyl-4-cyclohexylphenyl)butyrate). Reaction SMILES: [OH:1][CH:2]([CH2:8][CH2:9][C:10]1[CH:15]=[CH:14][C:13]([CH:16]2[CH2:21][CH2:20][CH2:19][CH2:18][CH2:17]2)=[C:12](Br)[CH:11]=1)[C:3]([O:5][CH2:6][CH3:7])=[O:4].[F:23][C:24](I)([F:26])[F:25]>[Cu].CN(C)C=O>[OH:1][CH:2]([CH2:8][CH2:9][C:10]1[CH:15]=[CH:14][C:13]([CH:16]2[CH2:21][CH2:20][CH2:19][CH2:18][CH2:17]2)=[C:12]([C:24]([F:26])([F:25])[F:23])[CH:11]=1)[C:3]([O:5][CH2:6][CH3:7])=[O:4]. Procedure details: To a solution of 0.01 moles of ethyl α- hydroxy-γ-(3-bromo-4-cyclohexylphenyl)butyrate in 50 ml. of dimethylformamide is added 0.15 moles of trifluoromethyl iodide and 0.02 g. of copper powder. The reaction is shaken in a sealed tube for 5 hours at 140°C, cooled and then filtered and evaporated in vacuo. 200 ml. of water is added to the residue and extracted with ether. The ether extract is dried, evaporated to dryness and distilled to obtain ethyl α-hydroxy-γ-(3-trifluoromethyl-4-cyclohexylphen...